From a dataset of the Open Reaction Database (ORD), a public repository of structured organic reaction records. describe an organic reaction: reactants, conditions, products, and yield Reactants: [Cl-].[Al+3].[Cl-].[Cl-] (aluminum chloride), FC1=C(C(=O)Cl)C=CC=C1 (2-fluoro benzoic acid chloride), C(CCC)C1=CC=CC=C1 (n-butyl benzene). Run in C(=S)=S (carbon disulfide). Run at time 18 hour. Yields the product C(CCC)C1=CC=C(C(=O)C2=C(C=CC=C2)F)C=C1 (4-n-butyl-2'-fluorobenzophenone). Yield: 62.4%. As a reaction SMILES: [F:1][C:2]1[CH:10]=[CH:9][CH:8]=[CH:7][C:3]=1[C:4](Cl)=[O:5].[Cl-].[Al+3].[Cl-].[Cl-].[CH2:15]([C:19]1[CH:24]=[CH:23][CH:22]=[CH:21][CH:20]=1)[CH2:16][CH2:17][CH3:18]>C(=S)=S>[CH2:15]([C:19]1[CH:24]=[CH:23][C:22]([C:4]([C:3]2[CH:7]=[CH:8][CH:9]=[CH:10][C:2]=2[F:1])=[O:5])=[CH:21][CH:20]=1)[CH2:16][CH2:17][CH3:18] |f:1.2.3.4|. Procedure: A 3.16 g (0.02 mole) of 2-fluoro benzoic acid chloride was dissolved in 30 ml of carbon disulfide and then, 4.0 g (0.03 mole) of anhydrous aluminum chloride was added to the solution. A 2.68 g (0.02 mole) of n-butyl benzene was further added to the mixture with stirring, and the reaction was carried out at room temperature for 18 hours. In accordance with the process of Example 1, the reaction mixture was treated to obtain 3.2 g of 4-n-butyl-2'-fluorobenzophenone having a boiling point of 180° t... The reactants are CCN1CCN(Cc2ccc(NC(=O)c3ccc(C)c([N+](=O)[O-])c3)cc2C(F)(F)F)CC1, CNc1ncnc2c1ccn2S(=O)(=O)c1ccc(C)cc1, ClCCl, c1ccncc1. The product is Cc1ccc(S(=O)(=O)n2ccc3c(N(C)C(=O)Cl)ncnc32)cc1. Reaction SMILES: [CH2:1]([N:2]1[CH2:3][CH2:4][N:5]([CH2:6][c:7]2[cH:8][cH:9][c:10]([NH:11][C:12](=[O:13])[c:14]3[cH:15][cH:16][c:17]([CH3:18])[c:19]([N+:20]([O-:21])=[O:26])[cH:22]3)[cH:23][c:24]2[C:25]([F:27])([F:28])[F:29])[CH2:30][CH2:31]1)[CH3:32].[CH3:39][NH:40][c:41]1[c:42]2[c:43]([n:44][cH:45][n:46]1)[n:47]([S:50](=[O:51])(=[O:52])[c:53]1[cH:54][cH:55][c:56]([CH3:59])[cH:57][cH:58]1)[cH:48][cH:49]2.[Cl:60][CH2:61][Cl:62].[cH:33]1[cH:34][cH:35][n:36][cH:37][cH:38]1>>[O:26]=[C:61]([N:40]([CH3:39])[c:41]1[c:42]2[c:43]([n:44][cH:45][n:46]1)[n:47]([S:50](=[O:51])(=[O:52])[c:53]1[cH:54][cH:55][c:56]([CH3:59])[cH:57][cH:58]1)[cH:48][cH:49]2)[Cl:62]. The reactants are CCCC[Sn](Cl)(CCCC)CCCC, C#C[Si](C)(C)C, C1CCOC1. Product: CCCC[Sn](C#C[Si](C)(C)C)(CCCC)CCCC. As a reaction SMILES: [CH2:7]([CH2:8][CH2:9][CH3:10])[Sn:11]([CH2:12][CH2:13][CH2:14][CH3:15])([CH2:16][CH2:17][CH2:18][CH3:19])[Cl:20].[CH3:1][Si:2]([CH3:3])([CH3:4])[C:5]#[CH:6].[O:21]1[CH2:22][CH2:23][CH2:24][CH2:25]1>>[CH3:1][Si:2]([CH3:3])([CH3:4])[C:5]#[C:6][Sn:11]([CH2:7][CH2:8][CH2:9][CH3:10])([CH2:12][CH2:13][CH2:14][CH3:15])[CH2:16][CH2:17][CH2:18][CH3:19]. The reactants are CC1(C)CC(Oc2cccc(N)n2)CCN1Cc1ccccc1, C1COCCO1, O=C(Cl)c1ccc(F)cc1Cl. The product is CC1(C)CC(Oc2cccc(NC(=O)c3ccc(F)cc3Cl)n2)CCN1Cc1ccccc1. Reaction SMILES: [CH2:1]([c:2]1[cH:3][cH:4][cH:5][cH:6][cH:7]1)[N:8]1[C:9]([CH3:22])([CH3:23])[CH2:10][CH:11]([O:14][c:15]2[cH:16][cH:17][cH:18][c:19]([NH2:21])[n:20]2)[CH2:12][CH2:13]1.[CH2:35]1[O:36][CH2:37][CH2:38][O:39][CH2:40]1.[Cl:24][c:25]1[c:26]([C:27](=[O:28])[Cl:29])[cH:30][cH:31][c:32]([F:34])[cH:33]1>>[CH2:1]([c:2]1[cH:3][cH:4][cH:5][cH:6][cH:7]1)[N:8]1[C:9]([CH3:22])([CH3:23])[CH2:10][CH:11]([O:14][c:15]2[cH:16][cH:17][cH:18][c:19]([NH:21][C:27]([c:26]3[c:25]([Cl:24])[cH:33][c:32]([F:34])[cH:31][cH:30]3)=[O:28])[n:20]2)[CH2:12][CH2:13]1. The reactants are C(#N)[BH3-].[Na+] (sodium cyanoborohydride), O[C@@H]1[C@]2(C)[C@@H](CC1)[C@@H]1CC[C@H]3CC(CC[C@]3(C)[C@H]1CC2)=O (17β-Hydroxy-5α-androstan-3-one), C(CN)N (1,2-ethylenediamine), C(C)(=O)O (acetic acid). Procedure details: 17β-Hydroxy-5α-androstan-3-one (403 mg, 1.39 mmol)(Aldrich Chemical Company) was added to a stirred solution of 0.745 mL 1,2-ethylenediamine (11.1 mmol) and 1.44 mL acetic acid (25.2 mmol) in 16.0 mL dry methanol (MeOH), followed by 104 mg (1.65 mmol, 1.19 equiv.) of sodium cyanoborohydride. After stirring at room temperature for 15 h, the reaction concentrated under reduced pressure. The residue was partitioned between methylene chloride and aqueous 1N sodium hydroxide, shaken, and separated. T... The product is NCCN[C@@H]1C[C@@H]2CC[C@H]3[C@@H]4CC[C@@H]([C@@]4(C)CC[C@@H]3[C@]2(CC1)C)O (3β-[N-(2-AMINOETHYL) -AMINO]-17β-HYDROXY-5α-ANDROSTANE). Run at time 15 hour. As a reaction SMILES: [OH:1][C@H:2]1[CH2:7][CH2:6][C@H:5]2[C@H:8]3[C@H:18]([CH2:19][CH2:20][C@:3]12[CH3:4])[C@:16]1([CH3:17])[C@H:11]([CH2:12][C:13](=O)[CH2:14][CH2:15]1)[CH2:10][CH2:9]3.[CH2:22]([NH2:25])[CH2:23][NH2:24].C(O)(=O)C.C([BH3-])#N.[Na+]>CO>[NH2:24][CH2:23][CH2:22][NH:25][C@H:13]1[CH2:14][CH2:15][C@@:16]2([CH3:17])[C@@H:11]([CH2:10][CH2:9][C@@H:8]3[C@@H:18]2[CH2:19][CH2:20][C@@:3]2([CH3:4])[C@H:5]3[CH2:6][CH2:7][C@@H:2]2[OH:1])[CH2:12]1 |f:3.4|. Solvent: CO (methanol). Reactants: C(C)(C)(C)OO.C1(=CC=CC=C1)C (t-butylhydroperoxide toluene), O (Water), C(=O)(OCC)[C@@H](O)[C@H](O)C(=O)OCC (diethyl (S,S)-tartrate), O (water), COC1=CC=C(C=C1)SC (1-methoxy-4-(methylthio)benzene). Reagents/catalysts: CC([O-])C.CC([O-])C.CC([O-])C.CC([O-])C.[Ti+4] (titanium tetraisopropoxide). The solvent is ClCCl (dichloromethane). Run at time 20 minute. Yields the product C[S@](=O)C1=CC=C(C=C1)OC ((S)-(-)-4-Methoxyphenyl methyl sulfoxide). Reaction SMILES: C([C@H]([C@@H](C(OCC)=O)O)O)(OCC)=[O:2].O.[CH3:16][O:17][C:18]1[CH:23]=[CH:22][C:21]([S:24][CH3:25])=[CH:20][CH:19]=1.C(OO)(C)(C)C.C1(C)C=CC=CC=1>ClCCl.CC(C)[O-].CC(C)[O-].CC(C)[O-].CC(C)[O-].[Ti+4]>[CH3:25][S@@:24]([C:21]1[CH:22]=[CH:23][C:18]([O:17][CH3:16])=[CH:19][CH:20]=1)=[O:2] |f:3.4,6.7.8.9.10|. Reported procedure: To titanium tetraisopropoxide (1.49 ml) in dichloromethane (50 ml) were added diethyl (S,S)-tartrate (1.71 ml) and water (90 μl), and the mixture was stirred at room temperature for 20 minutes. After 1-methoxy-4-(methylthio)benzene (0.69 ml) was dropwise added, the reaction mixture was cooled to -20° C., dropwise added with 3.07M t-butylhydroperoxide-toluene solution (1.8 ml), and stirred at -20° C. for 15 hours. Water (0.9 ml) was added, and the mixture was stirred at -20° C. for 1 hour, and th... Reactants: C(C)OC(=O)C1=NN(C(=C1)CO)CC1=NOC(=C1)C=1SC(=CC1)Cl (1-[5-(5-Chloro-thiophen-2-yl)-isoxazol-3-ylmethyl]-5-hydroxymethyl-1H-pyrazole-3-carboxylic acid ethyl ester), [OH-].[Na+] (NaOH), Cl (hydrochloric acid). Solvent: C1CCOC1 (THF), O (water). Conditions: time 3 hour. Product: ClC1=CC=C(S1)C1=CC(=NO1)CN1N=C(C=C1CO)C(=O)O (1-[5-(5-Chloro-thiophen-2-yl)-isoxazol-3-ylmethyl]-5-hydroxymethyl-1H-pyrazole-3-carboxylic acid). As a reaction SMILES: C([O:3][C:4]([C:6]1[CH:10]=[C:9]([CH2:11][OH:12])[N:8]([CH2:13][C:14]2[CH:18]=[C:17]([C:19]3[S:20][C:21]([Cl:24])=[CH:22][CH:23]=3)[O:16][N:15]=2)[N:7]=1)=[O:5])C.[OH-].[Na+].Cl>C1COCC1.O>[Cl:24][C:21]1[S:20][C:19]([C:17]2[O:16][N:15]=[C:14]([CH2:13][N:8]3[C:9]([CH2:11][OH:12])=[CH:10][C:6]([C:4]([OH:5])=[O:3])=[N:7]3)[CH:18]=2)=[CH:23][CH:22]=1 |f:1.2|. Reported procedure: To a solution of 380 mg 1-[5-(5-Chloro-thiophen-2-yl)-isoxazol-3-ylmethyl]-5-hydroxymethyl-1H-pyrazole-3-carboxylic acid ethyl ester in 5 ml THF and 5 ml of water 3 ml of a 1M NaOH were added and the reaction mixture was stirred for 3 h at RT. Then the mixture was acidified with half concentrated hydrochloric acid to pH 3 and the precipitate collected by filtration and washed with 10 ml water. The product was obtained as a white solid which was dried under reduced pressure. Yield: 320 mg. Starting materials: COC1=CC=CC=CC1 (1-methoxycycloheptatriene), [B-](F)(F)(F)F.C1=CC=C[CH+]C=C1 (cycloheptatrienyl tetrafluoroborate), C([O-])(O)=O.[Na+] (sodium bicarbonate). Solvent: CO (methanol). Yields the product COC1C=CC=CC=C1 (7-methoxycycloheptatriene). Reaction SMILES: [CH3:1][O:2][C:3]1[CH2:9][CH:8]=[CH:7][CH:6]=[CH:5][CH:4]=1.[B-](F)(F)(F)F.C1C=C[CH+]C=CC=1.C(=O)(O)[O-].[Na+]>CO>[CH3:1][O:2][CH:3]1[CH:9]=[CH:8][CH:7]=[CH:6][CH:5]=[CH:4]1 |f:1.2,3.4|. Procedure: An improved multi-step process for synthesizing the liquid irritant 1-methoxycycloheptatriene through the steps of reacting cycloheptatrienyl tetrafluoroborate in aqueous solution with methanol and sodium bicarbonate to produce 7-methoxycycloheptatriene, thermally isomerizing the 7-methoxycycloheptatriene to 3-methoxycycloheptatriene by heating at 150° C. for 2 hours and isomerizing the 3-methoxycycloheptatriene to 1-methoxycycloheptatriene by acid, catalyzed rearrangement employing methanolic h...